Dataset: the Open Reaction Database (ORD), a public repository of structured organic reaction records. Task: describe an organic reaction: reactants, conditions, products, and yield The reactants are Cc1cncc(Br)c1, Cc1ccccc1, CCN(C(C)C)C(C)C, O=C(C=Cc1ccccc1)C=Cc1ccccc1, O=C(C=Cc1ccccc1)C=Cc1ccccc1, O=C(C=Cc1ccccc1)C=Cc1ccccc1, [Pd], [Pd], CC1(C)c2cccc(P(c3ccccc3)c3ccccc3)c2Oc2c(P(c3ccccc3)c3ccccc3)cccc21, SCc1ccccc1. Product: Cc1cncc(SCc2ccccc2)c1. RXN SMILES: [Br:1][c:2]1[cH:3][n:4][cH:5][c:6]([CH3:8])[cH:7]1.[CH3:68][c:69]1[cH:70][cH:71][cH:72][cH:73][cH:74]1.[CH:17]([N:18]([CH2:19][CH3:20])[CH:21]([CH3:22])[CH3:23])([CH3:24])[CH3:25].[O:113]=[C:114]([CH:115]=[CH:116][c:117]1[cH:118][cH:119][cH:120][cH:121][cH:122]1)[CH:123]=[CH:124][c:125]1[cH:126][cH:127][cH:128][cH:129][cH:130]1.[O:77]=[C:78]([CH:79]=[CH:80][c:81]1[cH:82][cH:83][cH:84][cH:85][cH:86]1)[CH:87]=[CH:88][c:89]1[cH:90][cH:91][cH:92][cH:93][cH:94]1.[O:95]=[C:96]([CH:97]=[CH:98][c:99]1[cH:100][cH:101][cH:102][cH:103][cH:104]1)[CH:105]=[CH:106][c:107]1[cH:108][cH:109][cH:110][cH:111][cH:112]1.[Pd:75].[Pd:76].[c:26]1([P:27]([c:28]2[cH:29][cH:30][cH:31][cH:32][cH:33]2)[c:34]2[c:35]3[c:59]([cH:60][cH:61][cH:62]2)[C:56]([CH3:57])([CH3:58])[c:38]2[c:37]([c:42]([P:43]([c:44]4[cH:45][cH:46][cH:47][cH:48][cH:49]4)[c:50]4[cH:51][cH:52][cH:53][cH:54][cH:55]4)[cH:41][cH:40][cH:39]2)[O:36]3)[cH:63][cH:64][cH:65][cH:66][cH:67]1.[c:9]1([CH2:15][SH:16])[cH:10][cH:11][cH:12][cH:13][cH:14]1>>[c:2]1([S:16][CH2:15][c:9]2[cH:10][cH:11][cH:12][cH:13][cH:14]2)[cH:3][n:4][cH:5][c:6]([CH3:8])[cH:7]1. Reaction conditions: time 3 hour. As a reaction SMILES: C([O:8][C:9]([C@H:11]1[CH2:16][N:15]([C:17]2[S:18][C:19]([C:23]([O:25][C:26]([CH3:29])([CH3:28])[CH3:27])=[O:24])=[C:20]([CH3:22])[N:21]=2)[CH2:14][CH2:13][N:12]1[S:30]([C:33]1[CH:38]=[CH:37][C:36]([O:39][C:40]([F:43])([F:42])[F:41])=[CH:35][CH:34]=1)(=[O:32])=[O:31])=[O:10])C1C=CC=CC=1.C(O)(=O)C>CO.[C].[Pd]>[C:26]([O:25][C:23]([C:19]1[S:18][C:17]([N:15]2[CH2:14][CH2:13][N:12]([S:30]([C:33]3[CH:34]=[CH:35][C:36]([O:39][C:40]([F:43])([F:41])[F:42])=[CH:37][CH:38]=3)(=[O:32])=[O:31])[C@@H:11]([C:9]([OH:10])=[O:8])[CH2:16]2)=[N:21][C:20]=1[CH3:22])=[O:24])([CH3:29])([CH3:28])[CH3:27] |f:3.4|. Yields the product C(C)(C)(C)OC(=O)C1=C(N=C(S1)N1C[C@@H](N(CC1)S(=O)(=O)C1=CC=C(C=C1)OC(F)(F)F)C(=O)O)C ((R)-4-(5-tert-butoxycarbonyl-4-methyl-thiazol-2-yl)-1-(4-trifluoromethoxy-benzenesulfonyl)-piperazine-2-carboxylic acid). Solvent: CO (methanol). Yield: 79.3%. Reported procedure: A mixture of the compound (1.82 g) obtained in Step 5, 10% palladium carbon (250 mg) and acetic acid (4.0 ml) in methanol (50 ml) was stirred under a hydrogen atmosphere (4 atm) at room temperature for 3 hr. The reaction mixture was filtered through celite, and concentrated under reduced pressure. 10% Palladium carbon (1.8 g), acetic acid (4.0 ml) and methanol (50 ml) were added again to the residue, and the mixture was stirred under a hydrogen atmosphere (4 atm) at room temperature for 30 min. ... Reactants: C(C1=CC=CC=C1)OC(=O)[C@@H]1N(CCN(C1)C=1SC(=C(N1)C)C(=O)OC(C)(C)C)S(=O)(=O)C1=CC=C(C=C1)OC(F)(F)F ((R)-4-(5-tert-butoxycarbonyl-4-methyl-thiazol-2-yl)-1-(4-trifluoromethoxy-benzenesulfonyl)-piperazine-2-carboxylic acid benzyl ester), C(C)(=O)O (acetic acid). Reagents/catalysts: [C].[Pd] (palladium carbon). Starting materials: NC1=NC=C(C(=O)N)C=C1[N+](=O)[O-] (6-amino-5-nitronicotinamide), [H][H] (hydrogen). Run in CO (methanol). The product is NC=1C(=NC=C(C(=O)N)C1)N (5,6-diaminonicotinamide). RXN SMILES: [NH2:1][C:2]1[C:10]([N+:11]([O-])=O)=[CH:9][C:5]([C:6]([NH2:8])=[O:7])=[CH:4][N:3]=1.[H][H]>CO.[Pd]>[NH2:11][C:10]1[C:2]([NH2:1])=[N:3][CH:4]=[C:5]([CH:9]=1)[C:6]([NH2:8])=[O:7]. Reagents/catalysts: [Pd] (Pd/C). Reported procedure: A suspension of 6-amino-5-nitronicotinamide (18 g, 99 mmol) and a cat. amount of Pd/C in methanol (600 ml) and the mixture was hydrogenated at room temperature and atmospheric pressure until the uptake of hydrogen ceased. Following filtration through celite, the methanol was evaporated under reduced pressure to give the title compound, 14.5 g (96%). Reactants: Cc1ccccc1, COC(=O)c1cccc(N)c1O, c1ccncc1, O=C(Cl)c1cccc(-c2ccccn2)c1. Yields the product COC(=O)c1cccc(NC(=O)c2cccc(-c3ccccn3)c2)c1O. RXN SMILES: [CH3:34][c:35]1[cH:36][cH:37][cH:38][cH:39][cH:40]1.[NH2:1][c:2]1[c:3]([OH:12])[c:4]([C:5](=[O:6])[O:7][CH3:8])[cH:9][cH:10][cH:11]1.[cH:13]1[cH:14][cH:15][n:16][cH:17][cH:18]1.[n:19]1[c:20](-[c:25]2[cH:26][c:27]([C:28](=[O:29])[Cl:30])[cH:31][cH:32][cH:33]2)[cH:21][cH:22][cH:23][cH:24]1>>[NH:1]([c:2]1[c:3]([OH:12])[c:4]([C:5](=[O:6])[O:7][CH3:8])[cH:9][cH:10][cH:11]1)[C:28]([c:27]1[cH:26][c:25](-[c:20]2[n:19][cH:24][cH:23][cH:22][cH:21]2)[cH:33][cH:32][cH:31]1)=[O:29]. The reactants are N(=[N+]=[N-])[C@@H]1CCCC=2C=3CCN(CC3C=CC21)C(C(F)(F)F)=O ((R)-1-(7-azido-1,2,7,8,9,10-hexahydrobenzo[f]isoquinolin-3(4H)-yl)-2,2,2-trifluoroethanone), [OH-].[Na+] (NaOH). Run in C1CCOC1.CO.O (THF MeOH H2O). Yields the product N(=[N+]=[N-])[C@@H]1CCCC=2C=3CCNCC3C=CC21 ((R)-7-azido-1,2,3,4,7,8,9,10-octahydrobenzo[f]isoquinoline). RXN SMILES: [N:1]([C@H:4]1[C:17]2[CH:16]=[CH:15][C:14]3[CH2:13][N:12](C(=O)C(F)(F)F)[CH2:11][CH2:10][C:9]=3[C:8]=2[CH2:7][CH2:6][CH2:5]1)=[N+:2]=[N-:3].[OH-].[Na+]>C1COCC1.CO.O>[N:1]([C@H:4]1[C:17]2[CH:16]=[CH:15][C:14]3[CH2:13][NH:12][CH2:11][CH2:10][C:9]=3[C:8]=2[CH2:7][CH2:6][CH2:5]1)=[N+:2]=[N-:3] |f:1.2,3.4.5|. Procedure: A solution of (R)-1-(7-azido-1,2,7,8,9,10-hexahydrobenzo[f]isoquinolin-3(4H)-yl)-2,2,2-trifluoroethanone(972 mg, 3.0 mmol) and NaOH (240 mg, 6 mmol) in 21 mL of THF/MeOH/H2O (10/10/1) was stirred at RT for 4 h. The solvent was evaporated and the residue was submitted to flash chomatograph (SiO2, EtOAc/MeOH=100:10 to 100:20 to 100:30) to give (R)-7-azido-1,2,3,4,7,8,9,10-octahydrobenzo[f]isoquinoline as a colorless oil. Reactants: C(C)(C)(C)OC(C(C)(C)SC=1SC=C(N1)CCN(CC=1C=NN(C1)C1=CC=CC=C1)C1=NC=C(C=N1)CC)=O (2-{[4-(2-{(5-ethylpyrimidin-2-yl)[(1-phenyl-1H-pyrazol-4-yl)methyl]amino}ethyl)-1,3-thiazol-2-yl]thio}-2-methylpropionic acid tert-butyl ester), FC(C(=O)O)(F)F (trifluoroacetic acid). The solvent is ClCCl (dichloromethane). Conditions: time 20 hour. Product: C(C)C=1C=NC(=NC1)N(CCC=1N=C(SC1)SC(C(=O)O)(C)C)CC=1C=NN(C1)C1=CC=CC=C1 (2-{[4-(2-{(5-ethylpyrimidin-2-yl)[(1-phenyl-1H-pyrazol-4-yl)methyl]amino}ethyl)-1,3-thiazol-2-yl]thio}-2-methylpropionic acid). Isolated yield 76.0%. RXN SMILES: C([O:5][C:6](=[O:39])[C:7]([S:10][C:11]1[S:12][CH:13]=[C:14]([CH2:16][CH2:17][N:18]([C:31]2[N:36]=[CH:35][C:34]([CH2:37][CH3:38])=[CH:33][N:32]=2)[CH2:19][C:20]2[CH:21]=[N:22][N:23]([C:25]3[CH:30]=[CH:29][CH:28]=[CH:27][CH:26]=3)[CH:24]=2)[N:15]=1)([CH3:9])[CH3:8])(C)(C)C.FC(F)(F)C(O)=O>ClCCl>[CH2:37]([C:34]1[CH:33]=[N:32][C:31]([N:18]([CH2:19][C:20]2[CH:21]=[N:22][N:23]([C:25]3[CH:30]=[CH:29][CH:28]=[CH:27][CH:26]=3)[CH:24]=2)[CH2:17][CH2:16][C:14]2[N:15]=[C:11]([S:10][C:7]([CH3:9])([CH3:8])[C:6]([OH:39])=[O:5])[S:12][CH:13]=2)=[N:36][CH:35]=1)[CH3:38]. Procedure: 2-{[4-(2-{(5-Ethylpyrimidin-2-yl)[(1-phenyl-1H-pyrazol-4-yl)methyl]amino}ethyl)-1,3-thiazol-2-yl]thio}-2-methylpropionic acid tert-butyl ester (7.3 g) obtained in Example 326-1 was dissolved in dichloromethane (80 mL), trifluoroacetic acid (20 mL) was added, and the mixture was stirred at room temperature for 20 hr. The reaction mixture was concentrated under reduced pressure, ethyl acetate was added, and the mixture was washed with saturated aqueous sodium hydrogen carbonate solution (at this t... The reactants are CC1(N(CCC1)CCNC(=O)C=1C=CC(=C(C1)NC(=O)C1=CN=C2N1C=CC(=C2)C2=CC(=C(C(=O)O)C=C2)F)F)C (4-(3-(5-(2-(2,2-dimethylpyrrolidin-1-yl)ethylcarbamoyl)-2-fluorophenylcarbamoyl)imidazo[1,2-a]pyridin-7-yl)-2-fluorobenzoic acid), NC(CO)(C)C (2-amino-2-methylpropan-1-ol). Product: CC1(N(CCC1)CCNC(=O)C=1C=CC(=C(C1)NC(=O)C1=CN=C2N1C=CC(=C2)C2=CC(=C(C=C2)C(NC(CO)(C)C)=O)F)F)C (N-(5-(2-(2,2-Dimethylpyrrolidin-1-yl)ethylcarbamoyl)-2-fluorophenyl)-7-(3-fluoro-4-(1-hydroxy-2-methylpropan-2-ylcarbamoyl)phenyl)imidazo[1,2-a]pyridine-3-carboxamide). As a reaction SMILES: [CH3:1][C:2]1([CH3:41])[CH2:6][CH2:5][CH2:4][N:3]1[CH2:7][CH2:8][NH:9][C:10]([C:12]1[CH:13]=[CH:14][C:15]([F:40])=[C:16]([NH:18][C:19]([C:21]2[N:25]3[CH:26]=[CH:27][C:28]([C:30]4[CH:38]=[CH:37][C:33]([C:34]([OH:36])=O)=[C:32]([F:39])[CH:31]=4)=[CH:29][C:24]3=[N:23][CH:22]=2)=[O:20])[CH:17]=1)=[O:11].[NH2:42][C:43]([CH3:47])([CH3:46])[CH2:44][OH:45]>>[CH3:1][C:2]1([CH3:41])[CH2:6][CH2:5][CH2:4][N:3]1[CH2:7][CH2:8][NH:9][C:10]([C:12]1[CH:13]=[CH:14][C:15]([F:40])=[C:16]([NH:18][C:19]([C:21]2[N:25]3[CH:26]=[CH:27][C:28]([C:30]4[CH:38]=[CH:37][C:33]([C:34](=[O:36])[NH:42][C:43]([CH3:47])([CH3:46])[CH2:44][OH:45])=[C:32]([F:39])[CH:31]=4)=[CH:29][C:24]3=[N:23][CH:22]=2)=[O:20])[CH:17]=1)=[O:11]. Reported procedure: The title compound was prepared analogously to Example 7.4 from 4-(3-(5-(2-(2,2-dimethylpyrrolidin-1-yl)ethylcarbamoyl)-2-fluorophenylcarbamoyl)imidazo[1,2-a]pyridin-7-yl)-2-fluorobenzoic acid (step 3) and 2-amino-2-methylpropan-1-ol; Reactants: BrCCCCCBr (1,5-dibromopentane), C1(=CC=CC=C1)CCCO (benzenepropanol). Yields the product BrCCCCCOCCCC1=CC=CC=C1 ([3-[(5-Bromopentyl)oxy]propyl]benzene). Reaction SMILES: Br[CH2:2][CH2:3][CH2:4][CH2:5][CH2:6][Br:7].[C:8]1([CH2:14][CH2:15][CH2:16][OH:17])[CH:13]=[CH:12][CH:11]=[CH:10][CH:9]=1>>[Br:7][CH2:6][CH2:5][CH2:4][CH2:3][CH2:2][O:17][CH2:16][CH2:15][CH2:14][C:8]1[CH:13]=[CH:12][CH:11]=[CH:10][CH:9]=1. Reported procedure: (2.8 g), T.l.c. [K] Rf 0.44 from 1,5-dibromopentane (10.2 g) and benzenepropanol (2 g). Reactants: CCOC(=O)CBr, CCO, [H-], [H][H], [Na+], C1CCOC1, O=Cc1c[nH]cn1. Yields the product CCOC(=O)Cn1cnc(C=O)c1. Reaction SMILES: [Br:12][CH2:13][C:14](=[O:15])[O:16][CH2:17][CH3:18].[CH3:24][CH2:25][OH:26].[H-:1].[H:10][H:11].[Na+:2].[O:19]1[CH2:20][CH2:21][CH2:22][CH2:23]1.[nH:3]1[cH:4][n:5][c:6]([CH:8]=[O:9])[cH:7]1>>[n:3]1([CH2:13][C:14](=[O:15])[O:16][CH2:17][CH3:18])[cH:4][n:5][c:6]([CH:8]=[O:9])[cH:7]1.